Task: describe an organic reaction: reactants, conditions, products, and yield. Dataset: the Open Reaction Database (ORD), a public repository of structured organic reaction records Starting materials: FC(C1=NC(=C(C(=C1C(=O)OC)CC(C)C)C=O)C(F)(F)F)F (methyl 2-(difluoromethyl)-5-formyl-4-(2-methylpropyl)-6-(trifluoromethyl)-3-pyridinecarboxylate), BrC1=CSC=C1 (3-bromothiophene), [Li]CCCC (n-BuLi), CCCCCC (hexane), Cl (HCl). Run in O (water), C1CCOC1 (THF), C1CCOC1 (THF). Conditions: temperature -70 celsius. Yields the product FC(C1=NC(=C(C(=C1C(=O)OC)CC(C)C)C(C1=CSC=C1)O)C(F)(F)F)F (methyl 2-(difluoromethyl)-5-(hydroxy-3-thienylmethyl)-4-(2-methylpropyl)-6-(trifluoromethyl)-3-pyridinecarboxylate). Isolated yield 67.8%. As a reaction SMILES: Br[C:2]1[CH:6]=[CH:5][S:4][CH:3]=1.[Li]CCCC.CCCCCC.[F:18][CH:19]([F:40])[C:20]1[C:25]([C:26]([O:28][CH3:29])=[O:27])=[C:24]([CH2:30][CH:31]([CH3:33])[CH3:32])[C:23]([CH:34]=[O:35])=[C:22]([C:36]([F:39])([F:38])[F:37])[N:21]=1.Cl>C1COCC1.O>[F:40][CH:19]([F:18])[C:20]1[C:25]([C:26]([O:28][CH3:29])=[O:27])=[C:24]([CH2:30][CH:31]([CH3:33])[CH3:32])[C:23]([CH:34]([OH:35])[C:2]2[CH:6]=[CH:5][S:4][CH:3]=2)=[C:22]([C:36]([F:39])([F:37])[F:38])[N:21]=1. Procedure details: To a solution of 3-bromothiophene (4 g 24.5 mmol) in dry THF (80 mL) cooled to -70° C. was added dropwise 2.5M n-BuLi in hexane (11 mL, 27.5 mmol). The mixture was stirred for one-half h. A solution of methyl 2-(difluoromethyl)-5-formyl-4-(2-methylpropyl)-6-(trifluoromethyl)-3-pyridinecarboxylate (6.6 g, 19.5 mmol) in anhydrous THF (20 mL) was added dropwise and stirring was continued for I h while the temperature was maintained at -70° C. The mixture was allowed to warm to RT and then poured in...